This data is from the Open Reaction Database (ORD), a public repository of structured organic reaction records. The task is: describe an organic reaction: reactants, conditions, products, and yield Reactants: C(C1=CC=CC=C1)OC(C[C@H](C(=O)N[C@@H](C(C)(C)C)C(NC)=O)NC(=O)OC(C)(C)C)=O (3(R)-t-butyloxycarbonylamino-N-(2,2-dimethyl-1(S)-(methylcarbamoyl)propyl)succinamic acid benzyl ester), CN(C)C(=[N+](C)C)ON1C2=C(C=CC=C2)N=N1.[B-](F)(F)(F)F (TBTU), P-allyl-N-t-butoxycarbonyl-D-aspartate, CNC([C@@H](N)C(C)(C)C)=O (L-t-leucine N-methylamide). The product is C(C=C)OC(C[C@H](C(=O)N[C@@H](C(C)(C)C)C(NC)=O)NC(=O)OC(C)(C)C)=O (3(R)-(t-butoxycarbonylamino)-N-(2,2-dimethyl-1(S)-(methylcarbamoyl)propyl)succinamic acid allyl ester). Yield: 84.0%. Reaction SMILES: [CH2:1]([O:8][C:9](=[O:32])[CH2:10][C@@H:11]([NH:24][C:25]([O:27][C:28]([CH3:31])([CH3:30])[CH3:29])=[O:26])[C:12]([NH:14][C@H:15]([C:20](=[O:23])[NH:21][CH3:22])[C:16]([CH3:19])([CH3:18])[CH3:17])=[O:13])[C:2]1C=CC=C[CH:3]=1.CNC(=O)[C@H](C(C)(C)C)N.CN(C(ON1N=NC2C=CC=CC1=2)=[N+](C)C)C.[B-](F)(F)(F)F>>[CH2:1]([O:8][C:9](=[O:32])[CH2:10][C@@H:11]([NH:24][C:25]([O:27][C:28]([CH3:31])([CH3:30])[CH3:29])=[O:26])[C:12]([NH:14][C@H:15]([C:20](=[O:23])[NH:21][CH3:22])[C:16]([CH3:19])([CH3:18])[CH3:17])=[O:13])[CH:2]=[CH2:3] |f:2.3|. Procedure details: According to Example 1(b) for 3(R)-t-butyloxycarbonylamino-N-(2,2-dimethyl-1(S)-(methylcarbamoyl)propyl)succinamic acid benzyl ester, P-allyl-N-t-butoxycarbonyl-D-aspartate (Belshaw, P.; Mzengeza, S.; Lajoie, G. Syn Commun 1990, 20, 3157-3160; 2.00 g, 7.32 mmol) and L-t-leucine N-methylamide (Malon, P.; Pancoska, P.; Budesinsky, M.; Hlavacek, J.; Pospisek, J.; Blaha, K. Coll. Czech. Chem Commun. 1983, 48, 2844-2861; 1.05 g, 7.32 mmol) were coupled with TBTU. The resultant yellow oil was routinel... The reactants are C(C)(=O)OCC (ethyl acetate), C(C)(C)N1C(=CC(=C1)C1=NN(C2=C1C(=NC=C2)OC)C(C2=CC=CC=C2)(C2=CC=CC=C2)C2=CC=CC=C2)C(=O)O (1-isopropyl-4-(4-methoxy-1-trityl-1H-pyrazolo[4,3-c]pyridin-3-yl)-1H-pyrrole-2-carboxylic acid), IC(C)C (2-iodopropane), C(=O)([O-])[O-].[Cs+].[Cs+] (Cs2CO3). The solvent is O (water), C1CCOC1 (THF). Product: C(C)(C)N1C(=CC(=C1)C1=NN(C2=C1C(=NC=C2)OC)C(C2=CC=CC=C2)(C2=CC=CC=C2)C2=CC=CC=C2)C(=O)OC(C)C (1—Isopropyl 1-isopropyl-4-(4-methoxy-1-trityl-1H-pyrazolo[4,3-c]pyridin-3-yl)-1H-pyrrole-2-carboxylate). Isolated yield 46.2%. Reaction SMILES: [CH:1]([N:4]1[CH:8]=[C:7]([C:9]2[C:13]3[C:14]([O:18][CH3:19])=[N:15][CH:16]=[CH:17][C:12]=3[N:11]([C:20]([C:33]3[CH:38]=[CH:37][CH:36]=[CH:35][CH:34]=3)([C:27]3[CH:32]=[CH:31][CH:30]=[CH:29][CH:28]=3)[C:21]3[CH:26]=[CH:25][CH:24]=[CH:23][CH:22]=3)[N:10]=2)[CH:6]=[C:5]1[C:39]([OH:41])=[O:40])([CH3:3])[CH3:2].I[CH:43]([CH3:45])[CH3:44].C([O-])([O-])=O.[Cs+].[Cs+].C(OCC)(=O)C>C1COCC1.O>[CH:1]([N:4]1[CH:8]=[C:7]([C:9]2[C:13]3[C:14]([O:18][CH3:19])=[N:15][CH:16]=[CH:17][C:12]=3[N:11]([C:20]([C:27]3[CH:28]=[CH:29][CH:30]=[CH:31][CH:32]=3)([C:21]3[CH:26]=[CH:25][CH:24]=[CH:23][CH:22]=3)[C:33]3[CH:34]=[CH:35][CH:36]=[CH:37][CH:38]=3)[N:10]=2)[CH:6]=[C:5]1[C:39]([O:41][CH:43]([CH3:45])[CH3:44])=[O:40])([CH3:3])[CH3:2] |f:2.3.4|. Procedure: A mixture of 1-isopropyl-4-(4-methoxy-1-trityl-1H-pyrazolo[4,3-c]pyridin-3-yl)-1H-pyrrole-2-carboxylic acid (200 mg, 0.37 mmol), 2-iodopropane (310 mg, 1.80 mmol), Cs2CO3 (360 mg, 1.1 mmol) in THF (50 mL) was stirred at reflux for 6 hours. After cooling down, ethyl acetate (100 mL) and water (50 mL) were added. The organic layer was separated and washed by water (30 mL) and brine, dried over anhydrous Na2SO4, filtered and concentrated in vacuo to give the title compound as a yellowish oil (100 m... The reactants are C1(=CC=CC=C1)CO[C@H](C(=O)O)[C@H](OCC1=CC=CC=C1)[C@H](O)COCC1=CC=CC=C1 (2,3,5-tris-O-(phenylmethyl)-D-arabinonic acid), C(C)(C)[N-]C(C)C.[Li+] (lithium diisopropylamide), FC(F)P(OCC)(OCC)=O (diethyl difluoromethylphosphonate), C(C)P(=O)(CC)C(F)(F)[Li] ((diethylphosphinyl)difluoromethyllithium), gamma-lactone. The solvent is C(C)(=O)O (acetic acid), O1CCCC1 (tetrahydrofuran). Reaction conditions: temperature -78 celsius, time 15 minute. Yields the product C(C)OP(=O)(C(C1(O)[C@@H](OCC2=CC=CC=C2)[C@H](OCC2=CC=CC=C2)[C@H](O1)COCC1=CC=CC=C1)(F)F)OCC (1-Deoxy-1-(diethoxyphosphinyl)-1,1-difluoro-3,4,6-tris-O-(phenylmethyl)-D-fructofuranose). RXN SMILES: C([N-]C(C)C)(C)C.[Li+].[F:9][CH:10]([P:12](=[O:19])([O:16][CH2:17][CH3:18])[O:13][CH2:14][CH3:15])[F:11].C(P(C([Li])(F)F)(CC)=O)C.[C:30]1([CH2:36][O:37][C@@H:38]([C@@H:42]([C@@H:51]([CH2:53][O:54][CH2:55][C:56]2[CH:61]=[CH:60][CH:59]=[CH:58][CH:57]=2)O)[O:43][CH2:44][C:45]2[CH:50]=[CH:49][CH:48]=[CH:47][CH:46]=2)[C:39]([OH:41])=[O:40])[CH:35]=[CH:34][CH:33]=[CH:32][CH:31]=1>O1CCCC1.C(O)(=O)C>[CH2:17]([O:16][P:12]([O:13][CH2:14][CH3:15])([C:10]([F:11])([F:9])[C:39]1([O:41][C@H:51]([CH2:53][O:54][CH2:55][C:56]2[CH:57]=[CH:58][CH:59]=[CH:60][CH:61]=2)[C@@H:42]([O:43][CH2:44][C:45]2[CH:50]=[CH:49][CH:48]=[CH:47][CH:46]=2)[C@@H:38]1[O:37][CH2:36][C:30]1[CH:31]=[CH:32][CH:33]=[CH:34][CH:35]=1)[OH:40])=[O:19])[CH3:18] |f:0.1|. Procedure: In accordance with M. Obayashi et al., Tetrahedron Letters, 2323-2326 (1982), to a solution of lithium diisopropylamide (prepared from 17.2 ml of 1.6M n-butyllithium in hexane and 2.78 g of diisopropylamine in 50 ml of tetrahydrofuran) at -78° C., was added a solution of 4.70 g of diethyl difluoromethylphosphonate in 10 ml of tetrahydrofuran during 10 minutes, thereby forming (diethylphosphinyl)difluoromethyllithium. After 15 minutes, a solution of 2,3,5-tris-O-(phenylmethyl)-D-arabinonic acid, ... The reactants are CC=1C(=NC=C(C1)C)N1CCNCC1 (1-(3,5-dimethylpyridin-2-yl)piperazine), BrC1=C(C=C(C(=O)O)C=C1)F (4-bromo-3-fluorobenzoic acid). Product: BrC1=C(C=C(C=C1)C(=O)N1CCN(CC1)C1=NC=C(C=C1C)C)F ((4-bromo-3-fluorophenyl)[4-(3,5-dimethylpyridin-2-yl)piperazin-1-yl]methanone). The yield is 67.4%. Reaction SMILES: [CH3:1][C:2]1[C:3]([N:9]2[CH2:14][CH2:13][NH:12][CH2:11][CH2:10]2)=[N:4][CH:5]=[C:6]([CH3:8])[CH:7]=1.[Br:15][C:16]1[CH:24]=[CH:23][C:19]([C:20](O)=[O:21])=[CH:18][C:17]=1[F:25]>>[Br:15][C:16]1[CH:24]=[CH:23][C:19]([C:20]([N:12]2[CH2:11][CH2:10][N:9]([C:3]3[C:2]([CH3:1])=[CH:7][C:6]([CH3:8])=[CH:5][N:4]=3)[CH2:14][CH2:13]2)=[O:21])=[CH:18][C:17]=1[F:25]. Procedure: Using 1-(3,5-dimethylpyridin-2-yl)piperazine (2.87 g) described in Preparation Example 79 and 4-bromo-3-fluorobenzoic acid (3.29 g) and by the reaction and treatment in the same manner as in Preparation Example 111, the title compound (3.97 g) was obtained.